This data is from the Open Reaction Database (ORD), a public repository of structured organic reaction records. The task is: describe an organic reaction: reactants, conditions, products, and yield The reactants are solution, Cl (HCl), O1CCOCC1 (dioxane), C(C)(C)(C)OC(N(CC#CC1=CC=C(C=C1)OC(F)(F)F)C)=O (methyl-[3-(4-trifluoromethoxy-phenyl)-prop-2-ynyl]-carbamic acid tert-butyl ester). Run in ClCCl (dichloromethane). Run at time 3 hour. Yields the product CNCC#CC1=CC=C(C=C1)OC(F)(F)F (Methyl-[3-(4-trifluoromethoxy-phenyl)-prop-2-ynyl]-amine). The yield is 60.0%. As a reaction SMILES: Cl.O1CCOCC1.C(O[C:13](=O)[N:14](C)[CH2:15][C:16]#[C:17][C:18]1[CH:23]=[CH:22][C:21]([O:24][C:25]([F:28])([F:27])[F:26])=[CH:20][CH:19]=1)(C)(C)C>ClCCl>[CH3:13][NH:14][CH2:15][C:16]#[C:17][C:18]1[CH:23]=[CH:22][C:21]([O:24][C:25]([F:26])([F:27])[F:28])=[CH:20][CH:19]=1. Reported procedure: A 4 M solution of HCl in dioxane (330 μl, 1 mmol) was added at ambient temperature to a solution of methyl-[3-(4-trifluoromethoxy-phenyl)-prop-2-ynyl]-carbamic acid tert-butyl ester (50 mg, 0.15 mmol) in dichloromethane (0.5 ml). The reaction mixture was stirred for 3 h at ambient temperature. The solvent was removed under reduced pressure and the residue crystallized from dichloromethane/heptane to yield 20 mg (90 μmol, 57%) of the title compound as brown crystals. The reactants are [Na] (sodium), N1=C(C=CC2=CC=CC=C12)COC=1C=C(C=CC1)C1=NN=NN1 (5-[3-(2-quinolylmethyloxy)phenyl]tetrazole), C(C)OC(CBr)=O (ethylbromoacetate). The solvent is C(C)O (ethanol). Reaction conditions: time 16 hour. Product: C(=O)(OCC)CN1N=C(N=N1)C1=CC(=CC=C1)OCC1=NC2=CC=CC=C2C=C1 (2-Carbethoxymethyl-5-[3-(2-quinolylmethyloxy)phenyl]tetrazole). RXN SMILES: [Na].[N:2]1[C:11]2[C:6](=[CH:7][CH:8]=[CH:9][CH:10]=2)[CH:5]=[CH:4][C:3]=1[CH2:12][O:13][C:14]1[CH:15]=[C:16]([C:20]2[NH:24][N:23]=[N:22][N:21]=2)[CH:17]=[CH:18][CH:19]=1.[CH2:25]([O:27][C:28](=[O:31])[CH2:29]Br)[CH3:26]>C(O)C>[C:28]([CH2:29][N:22]1[N:23]=[N:24][C:20]([C:16]2[CH:17]=[CH:18][CH:19]=[C:14]([O:13][CH2:12][C:3]3[CH:4]=[CH:5][C:6]4[C:11](=[CH:10][CH:9]=[CH:8][CH:7]=4)[N:2]=3)[CH:15]=2)=[N:21]1)([O:27][CH2:25][CH3:26])=[O:31] |^1:0|. Procedure details: To a solution of 0.2 g sodium in 30 ml ethanol was first added 1.1 g of 5-[3-(2-quinolylmethyloxy)phenyl]tetrazole and then 30 minutes 0.6 g of ethylbromoacetate and stirring was continued at 80° C. for 16 hours. The reactants are compound, OC=1C=CC=C2C=CC=NC12 (8-hydroxy-quinoline), FC(C1=CC=C(C=O)C=C1)(F)F (4-trifluoromethyl benzaldehyde), NC1=NC(=CC=C1)C (2-amino-6-picoline). Run in CC#N.O (CH3CN H2O). The product is CC1=CC=CC(=N1)NC(C1=CC=C2C=CC=NC2=C1O)C1=CC=C(C=C1)C(F)(F)F (7-[(6-methyl-pyridin-2-ylamino)-(4-trifluoromethyl-phenyl)-methyl]-quinolin-8-ol). RXN SMILES: [F:1][C:2]([F:12])([F:11])[C:3]1[CH:10]=[CH:9][C:6]([CH:7]=O)=[CH:5][CH:4]=1.[NH2:13][C:14]1[CH:19]=[CH:18][CH:17]=[C:16]([CH3:20])[N:15]=1.[OH:21][C:22]1[CH:23]=[CH:24][CH:25]=[C:26]2[C:31]=1[N:30]=[CH:29][CH:28]=[CH:27]2>CC#N.O>[CH3:20][C:16]1[N:15]=[C:14]([NH:13][CH:7]([C:6]2[CH:9]=[CH:10][C:3]([C:2]([F:12])([F:11])[F:1])=[CH:4][CH:5]=2)[C:23]2[C:22]([OH:21])=[C:31]3[C:26]([CH:27]=[CH:28][CH:29]=[N:30]3)=[CH:25][CH:24]=2)[CH:19]=[CH:18][CH:17]=1 |f:3.4|. Reported procedure: The title compound was prepared by both method A and method B presented for the compound of Example 1 with the change that 4-trifluoromethyl benzaldehyde (Sigma), 2-amino-6-picoline and 8-hydroxy-quinoline were used as starting materials. Product obtained (method B): C23H18F3N3O (MW: 409.1); 229 mg, 32.5%); m.p.: 136-138° C.; HPLC (CH3CN/H2O 70:30 Phenomenex C18 254 nm): Tr=10.18 min. Reactants: C1(CC1)C=1N=C2N(C=C(C=C2)[N+](=O)[O-])C1C (2-cyclopropyl-3-methyl-6-nitroimidazo[1,2-a]pyridine), FC(C1=CC=C(C=N1)C1=CC=C(C=C1)C(=O)O)F (4-[6-(difluoromethyl)-3-pyridyl]benzenecarboxylic acid). The product is C1(CC1)C=1N=C2N(C=C(C=C2)NC(C2=CC=C(C=C2)C=2C=NC(=CC2)C(F)F)=O)C1C (N-(2-cyclopropyl-3-methylimidazo[1,2-a]pyridin-6-yl)-4-[6-(difluoromethyl)-3-pyridyl]benzamide). As a reaction SMILES: [CH:1]1([C:4]2[N:5]=[C:6]3[CH:11]=[CH:10][C:9]([N+:12]([O-])=O)=[CH:8][N:7]3[C:15]=2[CH3:16])[CH2:3][CH2:2]1.[F:17][CH:18]([F:34])[C:19]1[N:24]=[CH:23][C:22]([C:25]2[CH:30]=[CH:29][C:28]([C:31](O)=[O:32])=[CH:27][CH:26]=2)=[CH:21][CH:20]=1>>[CH:1]1([C:4]2[N:5]=[C:6]3[CH:11]=[CH:10][C:9]([NH:12][C:31](=[O:32])[C:28]4[CH:29]=[CH:30][C:25]([C:22]5[CH:23]=[N:24][C:19]([CH:18]([F:34])[F:17])=[CH:20][CH:21]=5)=[CH:26][CH:27]=4)=[CH:8][N:7]3[C:15]=2[CH3:16])[CH2:3][CH2:2]1. Procedure: Conducting the operations similar to those of Example 1 using 2-cyclopropyl-3-methyl-6-nitroimidazo[1,2-a]pyridine and 4-[6-(difluoromethyl)-3-pyridyl]benzenecarboxylic acid, the title compound was obtained as white solid.